This data is from the Open Reaction Database (ORD), a public repository of structured organic reaction records. The task is: describe an organic reaction: reactants, conditions, products, and yield The product is FC=1C=C(C=C(C1F)OC)N (3,4-Difluoro-5-methoxybenzenamine). RXN SMILES: [F:1][C:2]1[CH:3]=[C:4]([NH2:10])[CH:5]=[C:6](F)[C:7]=1[F:8].Cl.C(Cl)Cl.[C:15]([O-])([O-])=[O:16].[Na+].[Na+]>C[O-].[Na+]>[F:1][C:2]1[CH:3]=[C:4]([NH2:10])[CH:5]=[C:6]([O:16][CH3:15])[C:7]=1[F:8] |f:3.4.5,6.7|. Reactants: C(=O)([O-])[O-].[Na+].[Na+] (Na2CO3), FC=1C=C(C=C(C1F)F)N (3,4,5-trifluorobenzenamine), C(Cl)Cl (CH2Cl2), Cl (HCl). Solvent: C[O-].[Na+] (NaOMe). Procedure details: A mixture of 3,4,5-trifluorobenzenamine (40 g; 272 mmol) in NaOMe (30% in MeOH) (250 ml) was heated at reflux for 16 h. The reaction mixture was then poured onto ice with 37% aqueous HCl (150 ml)( ). CH2Cl2 was added and the pH of the reaction mixture was adjusted to pH=7-8 using an aqueous solution of Na2CO3. The organic layer was separated, dried (MgSO4), filtered and the solvent was evaporated in vacuo. The residue was purified by column chromatography over silica gel (eluent: 50:50 heptane/C... The reactants are O=C[C@H](O)[C@@H](O)[C@H](O)CO (D-xylose), O=C[C@@H](O)[C@@H](O)[C@H](O)CO (D-lyxose). Product: O=C[C@@H](O)[C@H](O)[C@H](O)CO (D-arabinose). Reaction SMILES: [O:1]=[CH:2][C@@H:3]([C@H:5]([C@@H:7]([CH2:9][OH:10])[OH:8])[OH:6])[OH:4].O=C[C@H]([C@H]([C@@H](CO)O)O)O>>[O:1]=[CH:2][C@H:3]([C@@H:5]([C@@H:7]([CH2:9][OH:10])[OH:8])[OH:6])[OH:4]. Reported procedure: D-xylose and D-lyxose: 2.0% Starting materials: C(C1=CC=CC=C1)OC1=C(C=C(C=C1)C=1OC=C(N1)CN1CCCCC1)Cl (1-({2-[4-(benzyloxy)-3-chlorophenyl]-1,3-oxazol-4-yl}methyl)piperidine), B(F)(F)F.CCOCC (boron trifluoride diethyl etherate), C(C)OCC (Diethyl ether). Run in C(CCCCCCCCCCC)S (dodecanethiol). Reaction conditions: time 60 hour. Yields the product ClC1=C(C=CC(=C1)C=1OC=C(N1)CN1CCCCC1)O (2-chloro-4-[4-(piperidin-1-ylmethyl)-1,3-oxazol-2-yl]phenol). Reaction SMILES: C([O:8][C:9]1[CH:14]=[CH:13][C:12]([C:15]2[O:16][CH:17]=[C:18]([CH2:20][N:21]3[CH2:26][CH2:25][CH2:24][CH2:23][CH2:22]3)[N:19]=2)=[CH:11][C:10]=1[Cl:27])C1C=CC=CC=1.B(F)(F)F.CCOCC.C(OCC)C>C(S)CCCCCCCCCCC>[Cl:27][C:10]1[CH:11]=[C:12]([C:15]2[O:16][CH:17]=[C:18]([CH2:20][N:21]3[CH2:22][CH2:23][CH2:24][CH2:25][CH2:26]3)[N:19]=2)[CH:13]=[CH:14][C:9]=1[OH:8] |f:1.2|. Reported procedure: To a solution of 1-({2-[4-(benzyloxy)-3-chlorophenyl]-1,3-oxazol-4-yl}methyl)piperidine i61 (0.3 g, 0.78 mmol, 1 eq) in dodecanethiol (5 ml) is added dropwise boron trifluoride diethyl etherate (1.59 ml, 12.54 mmol, 48 eq). The mixture is stirred at room temperature for 60 h. Diethyl ether is poured onto the mixture and the solid that precipitates is filtered off and recrystallized from diethyl ether to give 150 mg of 2-chloro-4-[4-(piperidin-1-ylmethyl)-1,3-oxazol-2-yl]phenol i66. Reactants: ClC(C(=O)NC=1SC=CC1C(C1=C(C=CC=C1)F)=O)(Cl)Cl (2-trichloroacetamido-3-(o-fluorobenzoyl)thiophene), C(C)(=O)[O-].[NH4+] (ammonium acetate), ice water. Solvent: CS(=O)C (dimethylsulfoxide). Conditions: temperature 95 celsius. Yields the product FC1=C(C=CC=C1)C=1C2=C(NC(N1)=O)SC=C2 (4-(o-fluorophenyl)-1,2-dihydrothieno(2,3-d)-pyrimidin-2-one). Reaction SMILES: ClC(Cl)(Cl)[C:3]([NH:5][C:6]1[S:7][CH:8]=[CH:9][C:10]=1[C:11](=O)[C:12]1[CH:17]=[CH:16][CH:15]=[CH:14][C:13]=1[F:18])=[O:4].C([O-])(=O)C.[NH4+:26]>CS(C)=O>[F:18][C:13]1[CH:14]=[CH:15][CH:16]=[CH:17][C:12]=1[C:11]1[C:10]2[CH:9]=[CH:8][S:7][C:6]=2[NH:5][C:3](=[O:4])[N:26]=1 |f:1.2|. Reported procedure: To a solution of 2.11 g of 2-trichloroacetamido-3-(o-fluorobenzoyl)thiophene in 18 ml of dimethylsulfoxide was added 0.89 g of ammonium acetate. The mixture was heated at 95° C for 2 hours and poured into ice water, and extracted with dichloromethane. The dichloromethane layer was washed with water, dried over sodium sulfate and the solvent was removed under reduced pressure. The residue was chromatographed on 60 g of Silica gel, using ethyl acetate as an eluent to obtain 4-(o-fluorophenyl)-1,2-... The reactants are ICI (diiodomethane), C(C=CCCCCCCC)O (dec-2-en-1-ol), cuprous chloride, ICI (Diiodomethane), product, CC12CCC3CC1C=CC2(C3(C)C)O (9,10,10-trimethyl-tricyclo-(4.3.1.04,9)-dec-2-en-1-ol). The reagents and catalysts are [Zn] (zinc). The solvent is CCOCC (ether), CCOCC (ether). The product is CC12CCC3CC1C1CC1C2(C3(C)C)O (10,11,11-TRIMETHYL-TETRACYCLO-(5.3.1.-02,4.05,10) UNDECAN-1-OL). Reaction SMILES: ICI.[CH3:4][C:5]12[C:13]3([OH:17])[C:14]([CH3:16])([CH3:15])[CH:8]([CH2:9][CH:10]1[CH:11]=[CH:12]3)[CH2:7][CH2:6]2.[CH2:18](O)C=CCCCCCCC>CCOCC.[Zn]>[CH3:4][C:5]12[C:13]3([OH:17])[C:14]([CH3:16])([CH3:15])[CH:8]([CH2:9][CH:10]1[CH:11]1[CH:12]3[CH2:18]1)[CH2:7][CH2:6]2. Reported procedure: A suspension of 19 g of zinc dust and 29 g of cuprous chloride powder in 125 ml of ether are stirred under reflux for thirty minutes. Diiodomethane (14.8 ml) is added dropwise over a twenty minute period. No external heat is required and the addition is carried out at a rate sufficient to maintain reflux (36°-41° C). 1.5 g of the product produced in Example VI, 9,10,10-trimethyl-tricyclo-(4.3.1.04,9)-dec-2-en-1-ol, is then added dropwise over a twenty minute period without external heating. Refl... Starting materials: CCO, CN1CCN(CCCN(C(=O)Nc2ccc(F)c(Cl)c2)C2CCc3ccc([N+](=O)[O-])cc3C2)CC1. Product: CN1CCN(CCCN(C(=O)Nc2ccc(F)c(Cl)c2)C2CCc3ccc(N)cc3C2)CC1. Reaction SMILES: [CH3:36][CH2:37][OH:38].[Cl:1][c:2]1[cH:3][c:4]([NH:9][C:10]([N:11]([CH:12]2[CH2:13][c:14]3[cH:15][c:16]([N+:22]([O-:23])=[O:24])[cH:17][cH:18][c:19]3[CH2:20][CH2:21]2)[CH2:25][CH2:26][CH2:27][N:28]2[CH2:29][CH2:30][N:31]([CH3:34])[CH2:32][CH2:33]2)=[O:35])[cH:5][cH:6][c:7]1[F:8]>>[Cl:1][c:2]1[cH:3][c:4]([NH:9][C:10]([N:11]([CH:12]2[CH2:13][c:14]3[cH:15][c:16]([NH2:22])[cH:17][cH:18][c:19]3[CH2:20][CH2:21]2)[CH2:25][CH2:26][CH2:27][N:28]2[CH2:29][CH2:30][N:31]([CH3:34])[CH2:32][CH2:33]2)=[O:35])[cH:5][cH:6][c:7]1[F:8]. Reactants: CC(C)(C)[Si](C)(C)Cl, ClCCl, OCCCc1cccc2cc[nH]c12, c1c[nH]cn1. Product: CC(C)(C)[Si](C)(C)OCCCc1cccc2cc[nH]c12. As a reaction SMILES: [C:19]([CH3:20])([CH3:21])([CH3:22])[Si:23]([CH3:24])([CH3:25])[Cl:26].[CH2:27]([Cl:28])[Cl:29].[OH:1][CH2:2][CH2:3][CH2:4][c:5]1[cH:6][cH:7][cH:8][c:9]2[cH:10][cH:11][nH:12][c:13]12.[nH:14]1[cH:15][cH:16][n:17][cH:18]1>>[O:1]([CH2:2][CH2:3][CH2:4][c:5]1[cH:6][cH:7][cH:8][c:9]2[cH:10][cH:11][nH:12][c:13]12)[Si:23]([C:19]([CH3:20])([CH3:21])[CH3:22])([CH3:24])[CH3:25]. Starting materials: [Na] (sodium), NC(=S)N (thiourea), C(C1=CC=CC=C1)(=O)CC(=O)OCC (ethyl benzoylacetate). Solvent: C(C)O (ethanol). The product is SC1=NC(=CC(=N1)O)C1=CC=CC=C1 (2-mercapto-4-hydroxy-6-phenylpyrimidine). The yield is 559.5%. RXN SMILES: [Na].[NH2:2][C:3]([NH2:5])=[S:4].[C:6]([CH2:14][C:15](OCC)=[O:16])(=O)[C:7]1[CH:12]=[CH:11][CH:10]=[CH:9][CH:8]=1>C(O)C>[SH:4][C:3]1[N:5]=[C:15]([OH:16])[CH:14]=[C:6]([C:7]2[CH:12]=[CH:11][CH:10]=[CH:9][CH:8]=2)[N:2]=1 |^1:0|. Procedure: To ethanol (100 mL) was added sodium (3.3 g, 14 mmol). After dissolution, thiourea (10.7 g, 14 mmol) and ethyl benzoylacetate (24 mL, 14 mmol) were added. The reaction was heated for 16 hours and the solvent was removed in vacuo. Water was added to dissolve the residue and hydrochloric acid was added and a precipitate formed. The solid was collected and dried in a vacuum oven to give 16 g (56%) of 2-mercapto-4-hydroxy-6-phenylpyrimidine.